Dataset: the Open Reaction Database (ORD), a public repository of structured organic reaction records. Task: describe an organic reaction: reactants, conditions, products, and yield Reactants: CCOC(=O)C(Cc1ccc(NCCCN2CCOc3cc(F)ccc32)cc1)OC, [Li+], [OH-], O. Product: COC(Cc1ccc(NCCCN2CCOc3cc(F)ccc32)cc1)C(=O)O. Reaction SMILES: [F:1][c:2]1[cH:3][cH:4][c:5]2[c:6]([cH:30]1)[O:7][CH2:8][CH2:9][N:10]2[CH2:11][CH2:12][CH2:13][NH:14][c:15]1[cH:16][cH:17][c:18]([CH2:21][CH:22]([C:23](=[O:24])[O:25][CH2:26][CH3:27])[O:28][CH3:29])[cH:19][cH:20]1.[Li+:33].[OH-:32].[OH2:31]>>[F:1][c:2]1[cH:3][cH:4][c:5]2[c:6]([cH:30]1)[O:7][CH2:8][CH2:9][N:10]2[CH2:11][CH2:12][CH2:13][NH:14][c:15]1[cH:16][cH:17][c:18]([CH2:21][CH:22]([C:23](=[O:24])[OH:25])[O:28][CH3:29])[cH:19][cH:20]1. The reactants are C(CCCC)N(C(=O)Cl)C1=CC=2C(CCC(C2C=C1)(C)C)(C)C (pentyl-(5,5,8,8-tetramethyl-5,6,7,8-tetrahydro-naphthalen-2-yl)-carbamoyl chloride), NC1=NC=C(C(=O)OC)C=C1 (methyl 6-aminonicotinate). Solvent: N1=CC=CC=C1 (pyridine). Reaction conditions: temperature 40 celsius, time 3 day. The product is C(CCCC)N(C(NC1=NC=C(C(=O)OC)C=C1)=O)C1=CC=2C(CCC(C2C=C1)(C)C)(C)C (methyl 6-[3-pentyl-3-(5,5,8,8-tetramethyl-5,6,7,8-tetrahydro-naphthalen-2-yl)-ureido]-nicotinate). The yield is 11.2%. Reaction SMILES: [CH2:1]([N:6]([C:10]1[CH:19]=[CH:18][C:17]2[C:16]([CH3:21])([CH3:20])[CH2:15][CH2:14][C:13]([CH3:23])([CH3:22])[C:12]=2[CH:11]=1)[C:7](Cl)=[O:8])[CH2:2][CH2:3][CH2:4][CH3:5].[NH2:24][C:25]1[CH:34]=[CH:33][C:28]([C:29]([O:31][CH3:32])=[O:30])=[CH:27][N:26]=1>N1C=CC=CC=1>[CH2:1]([N:6]([C:10]1[CH:19]=[CH:18][C:17]2[C:16]([CH3:21])([CH3:20])[CH2:15][CH2:14][C:13]([CH3:23])([CH3:22])[C:12]=2[CH:11]=1)[C:7](=[O:8])[NH:24][C:25]1[CH:34]=[CH:33][C:28]([C:29]([O:31][CH3:32])=[O:30])=[CH:27][N:26]=1)[CH2:2][CH2:3][CH2:4][CH3:5]. Procedure: A solution of pentyl-(5,5,8,8-tetramethyl-5,6,7,8-tetrahydro-naphthalen-2-yl)-carbamoyl chloride (53) (0.24 g, 0.73 mmole) in 3 mL pyridine was treated with 0.22 g of methyl 6-aminonicotinate (Bionet) and stirred at 40° C. for three days. Volatile materials were removed in vacuo and the residue was subjected to flash chromatography (SiO2, 10%-50% ethyl acetate/hexanes) to yield 37 mg of methyl 6-[3-pentyl-3-(5,5,8,8-tetramethyl-5,6,7,8-tetrahydro-naphthalen-2-yl)-ureido]-nicotinate (55). Starting materials: CCN(CC)S(F)(F)F, ClCCl, O=C1N(c2ccccc2CO)CC1(F)F. Yields the product O=C1N(c2ccccc2CF)CC1(F)F. RXN SMILES: [CH2:1]([N:2]([S:3]([F:4])([F:5])[F:7])[CH2:6][CH3:8])[CH3:9].[CH2:25]([Cl:26])[Cl:27].[OH:10][CH2:11][c:12]1[c:13]([N:18]2[C:19](=[O:24])[C:20]([F:22])([F:23])[CH2:21]2)[cH:14][cH:15][cH:16][cH:17]1>>[F:7][CH2:11][c:12]1[c:13]([N:18]2[C:19](=[O:24])[C:20]([F:22])([F:23])[CH2:21]2)[cH:14][cH:15][cH:16][cH:17]1. Run in O1CCCC1 (tetrahydrofuran), O1CCCC1 (THF). As a reaction SMILES: [CH2:1]([N:5]1[C:9]2([CH2:14][O:13][P:12](Cl)[O:11][CH2:10]2)[CH2:8][O:7][P:6]1Cl)[CH:2]([CH3:4])[CH3:3].[C:17]1([Mg]Cl)[CH:22]=[CH:21][CH:20]=[CH:19][CH:18]=1>O1CCCC1>[CH2:1]([N:5]1[C:9]2([CH2:14][O:13][P:12]([C:17]3[CH:22]=[CH:21][CH:20]=[CH:19][CH:18]=3)[O:11][CH2:10]2)[CH2:8][O:7][P:6]1[C:17]1[CH:22]=[CH:21][CH:20]=[CH:19][CH:18]=1)[CH:2]([CH3:4])[CH3:3]. Yields the product C(C(C)C)N1P(OCC12COP(OC2)C2=CC=CC=C2)C2=CC=CC=C2 (1-Isobutyl-2,8-diphenyl-3,7,9-trioxa-1-aza-2,8-diphosphaspiro[4.5]decane). The reactants are C(C(C)C)N1P(OCC12COP(OC2)Cl)Cl (1-isobutyl-2,8-dichloro-3,7,9-trioxa-1-aza-2,8-diphosphaspiro[4.5]decane), C(C(C)C)N1P(OCC12COP(OC2)Cl)Cl (1-Isobutyl-2,8-dichloro-3,7,9-trioxa-1-aza-2,8-diphosphaspiro[4.5]decane), solution, C1(=CC=CC=C1)[Mg]Cl (phenyl magnesium chloride). Procedure: Into a solution of 10.0 g (32.7 mmol) of 1-isobutyl-2,8-dichloro-3,7,9-trioxa-1-aza-2,8-diphosphaspiro[4.5]decane, the compound of Example 8, in 60 mL of tetrahydrofuran (THF) is added dropwise 32.7 mL (65.4 mmol) of a 2M solution of phenyl magnesium chloride in THF at ambient temperature. The title compound is isolated in a yield of 11 g as an oil and identified by mass spectrometry: m/z=389.